This data is from the Open Reaction Database (ORD), a public repository of structured organic reaction records. The task is: describe an organic reaction: reactants, conditions, products, and yield Reactants: N#Cc1cnn2c1[nH]c(=O)c1ccccc12, CO, [H][H], N. Yields the product NCc1cnn2c1[nH]c(=O)c1ccccc12. RXN SMILES: [C:1](#[N:2])[c:3]1[cH:4][n:5][n:6]2[c:7]1[nH:8][c:9](=[O:16])[c:10]1[cH:11][cH:12][cH:13][cH:14][c:15]21.[CH3:20][OH:21].[H:17][H:18].[NH3:19]>>[CH2:1]([NH2:2])[c:3]1[cH:4][n:5][n:6]2[c:7]1[nH:8][c:9](=[O:16])[c:10]1[cH:11][cH:12][cH:13][cH:14][c:15]21. Starting materials: BrBr, ClC(Cl)(Cl)Cl, OCc1coc2ccccc12, c1ccc(P(c2ccccc2)c2ccccc2)cc1. Product: BrCc1coc2ccccc12. RXN SMILES: [Br:20][Br:21].[Cl:33][C:34]([Cl:35])([Cl:36])[Cl:37].[OH:22][CH2:23][c:24]1[cH:25][o:26][c:27]2[c:28]1[cH:29][cH:30][cH:31][cH:32]2.[c:1]1([P:2]([c:3]2[cH:4][cH:5][cH:6][cH:7][cH:8]2)[c:9]2[cH:10][cH:11][cH:12][cH:13][cH:14]2)[cH:15][cH:16][cH:17][cH:18][cH:19]1>>[Br:20][CH2:23][c:24]1[cH:25][o:26][c:27]2[c:28]1[cH:29][cH:30][cH:31][cH:32]2. Reactants: C(C)(=O)OC(C)=O (acetic anhydride), [N+](=O)(O)[O-] (nitric acid), FC(C(=O)NC1=CC=NN1C1=C(C(=C(C=C1Cl)C(F)(F)F)Cl)Cl)(F)F (5-trifluoroacetamido-1-(2,3,6-trichloro-4-trifluoromethylphenyl)-pyrazole). The solvent is C(C)(=O)O (acetic acid). Conditions: time 20 hour. The product is [N+](=O)([O-])C=1C=NN(C1NC(C(F)(F)F)=O)C1=C(C(=C(C=C1Cl)C(F)(F)F)Cl)Cl (4-nitro-5-trifluoroacetamido-1-(2,3,6-trichloro-4-trifluoromethylphenyl)-pyrazole). Yield: 77.6%. RXN SMILES: C(OC(=O)C)(=O)C.[N+:8]([O-:11])(O)=[O:9].[F:12][C:13]([F:36])([F:35])[C:14]([NH:16][C:17]1[N:21]([C:22]2[C:27]([Cl:28])=[CH:26][C:25]([C:29]([F:32])([F:31])[F:30])=[C:24]([Cl:33])[C:23]=2[Cl:34])[N:20]=[CH:19][CH:18]=1)=[O:15]>C(O)(=O)C>[N+:8]([C:18]1[CH:19]=[N:20][N:21]([C:22]2[C:27]([Cl:28])=[CH:26][C:25]([C:29]([F:32])([F:31])[F:30])=[C:24]([Cl:33])[C:23]=2[Cl:34])[C:17]=1[NH:16][C:14](=[O:15])[C:13]([F:36])([F:35])[F:12])([O-:11])=[O:9]. Procedure details: 2.4 ml (0.0258 mol) of acetic anhydride and 1.1 ml (0.025 mol) of 98% strength nitric acid are added in succession to 10 g (0.0235 mol) of 5-trifluoroacetamido-1-(2,3,6-trichloro-4-trifluoromethylphenyl)-pyrazole in 20 ml of glacial acetic acid at room temperature. After the mixture has been stirred for 20 hours, it is concentrated in vacuo, the residue is taken up in 100 ml of methylene chloride and the mixture is extracted with 400 ml of 5% strength aqueous sodium carbonate solution. The aqueo... The reactants are COCCO, [H-], Cc1cn(-c2ccc3c(N)ncnc3c2F)c2c1C(=O)CC(C)(C)C2, [Na+], CN(C)C=O. Yields the product COCCOc1c(-n2cc(C)c3c2CC(C)(C)CC3=O)ccc2c(N)ncnc12. RXN SMILES: [CH3:1][O:2][CH2:3][CH2:4][OH:5].[H-:6].[NH2:8][c:9]1[n:10][cH:11][n:12][c:13]2[c:14]([F:32])[c:15](-[n:19]3[cH:20][c:21]([CH3:31])[c:22]4[c:27]3[CH2:26][C:25]([CH3:28])([CH3:29])[CH2:24][C:23]4=[O:30])[cH:16][cH:17][c:18]12.[Na+:7].[O:33]=[CH:34][N:35]([CH3:36])[CH3:37]>>[CH3:1][O:2][CH2:3][CH2:4][O:5][c:14]1[c:13]2[n:12][cH:11][n:10][c:9]([NH2:8])[c:18]2[cH:17][cH:16][c:15]1-[n:19]1[cH:20][c:21]([CH3:31])[c:22]2[c:27]1[CH2:26][C:25]([CH3:28])([CH3:29])[CH2:24][C:23]2=[O:30]. The reactants are ClC1=CC=C(NC2=C(C=C(C(=O)O)C=C2S(N)(=O)=O)[N+](=O)[O-])C=C1 (4-(p-chloroanilino)-3-nitro-5-sulphamyl-benzoic acid), N (ammonia), S(=O)([O-])S(=O)[O-].[Na+].[Na+] (sodium dithionite). The solvent is O (water), O (water). Run at temperature 25 celsius, time 1 hour. The product is NC=1C=C(C(=O)O)C=C(C1NC1=CC=C(C=C1)Cl)S(N)(=O)=O (3-amino-4-(p-chloroanilino)-5-sulphamyl-benzoic acid). As a reaction SMILES: [Cl:1][C:2]1[CH:24]=[CH:23][C:5]([NH:6][C:7]2[C:15]([S:16](=[O:19])(=[O:18])[NH2:17])=[CH:14][C:10]([C:11]([OH:13])=[O:12])=[CH:9][C:8]=2[N+:20]([O-])=O)=[CH:4][CH:3]=1.N.S(S([O-])=O)([O-])=O.[Na+].[Na+]>O>[NH2:20][C:8]1[CH:9]=[C:10]([CH:14]=[C:15]([S:16](=[O:18])(=[O:19])[NH2:17])[C:7]=1[NH:6][C:5]1[CH:4]=[CH:3][C:2]([Cl:1])=[CH:24][CH:23]=1)[C:11]([OH:13])=[O:12] |f:2.3.4|. Procedure details: A mixture of 4-(p-chloroanilino)-3-nitro-5-sulphamyl-benzoic acid (7.43 g), water (50 ml), and concentrated aqueous ammonia (15 ml) was stirred at 25°C, and a solution of sodium dithionite (13.5 g) in water (50 ml) was added dropwise. After 1 hour, the pH of the reaction mixture was adjusted to 2.5, and the precipitated reaction product was filtered off. After repeated recrystallizations from aqueous ethanol, and after drying for 4 hours in vacuo, 3-amino-4-(p-chloroanilino)-5-sulphamyl-benzoic ... The reactants are C#CC(C)O, ClCCl, Clc1ccc(I)cc1, [Cu]I, Cl[Pd]Cl, c1ccc(P(c2ccccc2)c2ccccc2)cc1, c1ccc(P(c2ccccc2)c2ccccc2)cc1. Yields the product CC(O)C#Cc1ccc(Cl)cc1. As a reaction SMILES: [CH3:9][CH:10]([C:11]#[CH:12])[OH:13].[Cl:14][CH2:15][Cl:16].[Cl:1][c:2]1[cH:3][cH:4][c:5]([I:8])[cH:6][cH:7]1.[Cu:17][I:18].[Pd:19]([Cl:20])[Cl:21].[c:22]1([P:23]([c:24]2[cH:25][cH:26][cH:27][cH:28][cH:29]2)[c:30]2[cH:31][cH:32][cH:33][cH:34][cH:35]2)[cH:36][cH:37][cH:38][cH:39][cH:40]1.[c:41]1([P:42]([c:43]2[cH:44][cH:45][cH:46][cH:47][cH:48]2)[c:49]2[cH:50][cH:51][cH:52][cH:53][cH:54]2)[cH:55][cH:56][cH:57][cH:58][cH:59]1>>[Cl:1][c:2]1[cH:3][cH:4][c:5]([C:12]#[C:11][CH:10]([CH3:9])[OH:13])[cH:6][cH:7]1. Starting materials: C(C)(C)(C)OC(N(CC1(COC1)C)C=1C=NC=CC1I)=O ((4-iodo-pyridin-3-yl)-(3-methyl-oxetan-3-ylmethyl)-carbamic acid tert-butyl ester), C(=O)([O-])[O-].[Na+].[Na+] (Na2CO3), FC1=CC(=C(C=C1)B(O)O)OC (4-fluoro-2-methoxyphenylboronic acid), FC1=CC(=C(C=C1)B(O)O)OC (4-fluoro-2-methoxyphenylboronic acid), C1(=CC=CC=C1)P(C1=CC=CC=C1)C1=CC=CC=C1 (triphenylphosphine), [NH4+].[Cl-] (NH4Cl). The reagents and catalysts are C(C)(=O)[O-].[Pd+2].C(C)(=O)[O-] (palladium(II) acetate). The solvent is COCCOC (DME), CCOC(=O)C (EtOAc). Reaction conditions: time 30 minute. Product: FC1=CC(=C(C=C1)C1=C(C=NC=C1)N(C(OC(C)(C)C)=O)CC1(COC1)C)OC (tert-Butyl 4-(4-fluoro-2-methoxyphenyl)pyridin-3-yl((3-methyloxetan-3-yl)methyl)carbamate). The yield is 298.8%. Reaction SMILES: [C:1]([O:5][C:6](=[O:21])[N:7]([C:14]1[CH:15]=[N:16][CH:17]=[CH:18][C:19]=1I)[CH2:8][C:9]1([CH3:13])[CH2:12][O:11][CH2:10]1)([CH3:4])([CH3:3])[CH3:2].C([O-])([O-])=O.[Na+].[Na+].C1(P(C2C=CC=CC=2)C2C=CC=CC=2)C=CC=CC=1.[F:47][C:48]1[CH:53]=[CH:52][C:51](B(O)O)=[C:50]([O:57][CH3:58])[CH:49]=1.[NH4+].[Cl-]>COCCOC.C([O-])(=O)C.[Pd+2].C([O-])(=O)C.CCOC(C)=O>[F:47][C:48]1[CH:53]=[CH:52][C:51]([C:19]2[CH:18]=[CH:17][N:16]=[CH:15][C:14]=2[N:7]([CH2:8][C:9]2([CH3:13])[CH2:12][O:11][CH2:10]2)[C:6](=[O:21])[O:5][C:1]([CH3:4])([CH3:3])[CH3:2])=[C:50]([O:57][CH3:58])[CH:49]=1 |f:1.2.3,6.7,9.10.11|. Procedure details: To a solution of (4-iodo-pyridin-3-yl)-(3-methyl-oxetan-3-ylmethyl)-carbamic acid tert-butyl ester (0.878 g, 2.17 mmol) in DME (10 mL) under argon 4-fluoro-2-methoxyphenylboronic acid (424 mg, 2.5 mmol, CAS RN 179899-07-1) and 2M aqueous Na2CO3 solution (2.77 mL, 5.54 mmol) were added. After stirring for 30 min. at room temperature, palladium(II) acetate (24.4 mg, 0.109 mmol, CAS RN 3375-31-3) and triphenylphosphine polymer bound (73.0 mg, 0.217 mmol, CAS RN 39319-11-4) were added and the reacti...